Dataset: the Open Reaction Database (ORD), a public repository of structured organic reaction records. Task: describe an organic reaction: reactants, conditions, products, and yield Starting materials: C=1C=C[NH+]=CC1.[O-][Cr](=O)(=O)Cl (PCC), CC1(CC=C(C1(O)C1=CC=C(C=C1)S(=O)(=O)C)C1=CC=CC=C1)C (5,5 Dimethyl-1-(4-(methylsulfonyl)phenyl)-2-phenylcyclopent-2-enol). The solvent is C(Cl)Cl (CH2Cl2), hexanes EtOAc, C(Cl)Cl (CH2Cl2). Product: CC1(C(=C(C(C1)=O)C1=CC=CC=C1)C1=CC=C(C=C1)S(=O)(=O)C)C (4,4-Dimethyl-3-(4-(methylsulfonyl)pheny)-2-phenyl-2-cyclopenten-1-one). Yield: 16.8%. RXN SMILES: C1C=C[NH+]=CC=1.[O-:7][Cr](Cl)(=O)=O.[CH3:12][C:13]1([CH3:35])[C:17]([C:19]2[CH:24]=[CH:23][C:22]([S:25]([CH3:28])(=[O:27])=[O:26])=[CH:21][CH:20]=2)(O)[C:16]([C:29]2[CH:34]=[CH:33][CH:32]=[CH:31][CH:30]=2)=[CH:15][CH2:14]1>C(Cl)Cl>[CH3:12][C:13]1([CH3:35])[CH2:14][C:15](=[O:7])[C:16]([C:29]2[CH:34]=[CH:33][CH:32]=[CH:31][CH:30]=2)=[C:17]1[C:19]1[CH:24]=[CH:23][C:22]([S:25]([CH3:28])(=[O:27])=[O:26])=[CH:21][CH:20]=1 |f:0.1|. Procedure details: To a suspension of PCC (4 g) and 10 g of 4 Å molecular seives in 100 mL of CH2Cl2 was added a solution of the product of Step 5 (1.2 g) in 10 mL CH2Cl2. The reaction mixture was stirred for 12 hand then diluted with 200 mL of 1:1 hexanes/EtOAc, and filtered through a pad of silica gel. The filtrate was concentrated and the residue was purified by chromatography eluting with 3:2 hexanes/EtOAc to give 200 mg of the title compound as a white solid. Reactants: FC=1C=C(C=CC1)C(C(=O)O[C@H]1CN2CCC1CC2)NC2=CC(=C(C(=C2)F)F)F ((R)-Quinuclidin-3-yl 2-(3-fluorophenyl)-2-(3,4,5-trifluorophenylamino)acetate), ClCC(=O)C=1SC=CC1 (2-chloro-1-(thiophen-2-yl)ethanone). Solvent: C(C)#N (acetonitrile). Run at time 48 hour. The product is [Cl-].FC=1C=C(C=CC1)C(C(=O)O[C@H]1C[N+]2(CCC1CC2)CC(C=2SC=CC2)=O)NC2=CC(=C(C(=C2)F)F)F ((3R)-3-(2-(3-fluorophenyl)-2-(3,4,5-trifluorophenylamino)acetoxy)-1-(2-oxo-2-(thiophen-2-yl)ethyl)-1-azoniabicyclo[2.2.2]octane chloride). Isolated yield 58.6%. As a reaction SMILES: [F:1][C:2]1[CH:3]=[C:4]([CH:8]([NH:20][C:21]2[CH:26]=[C:25]([F:27])[C:24]([F:28])=[C:23]([F:29])[CH:22]=2)[C:9]([O:11][C@@H:12]2[CH:17]3[CH2:18][CH2:19][N:14]([CH2:15][CH2:16]3)[CH2:13]2)=[O:10])[CH:5]=[CH:6][CH:7]=1.[Cl:30][CH2:31][C:32]([C:34]1[S:35][CH:36]=[CH:37][CH:38]=1)=[O:33]>C(#N)C>[Cl-:30].[F:1][C:2]1[CH:3]=[C:4]([CH:8]([NH:20][C:21]2[CH:22]=[C:23]([F:29])[C:24]([F:28])=[C:25]([F:27])[CH:26]=2)[C:9]([O:11][C@@H:12]2[CH:17]3[CH2:18][CH2:19][N+:14]([CH2:31][C:32](=[O:33])[C:34]4[S:35][CH:36]=[CH:37][CH:38]=4)([CH2:15][CH2:16]3)[CH2:13]2)=[O:10])[CH:5]=[CH:6][CH:7]=1 |f:3.4|. Procedure details: (R)-Quinuclidin-3-yl 2-(3-fluorophenyl)-2-(3,4,5-trifluorophenylamino)acetate (I43) (85 mg, 0.21 mmol) and 2-chloro-1-(thiophen-2-yl)ethanone (35.1 mg, 0.22 mmol) were dissolved in acetonitrile (5 ml) and stirred at room temperature for 48 hours. The solvent was evaporated, and the resulting crude compound was purified by flash chromatography (DCM/MeOH=9/1) to obtain (3R)-3-(2-(3-fluorophenyl)-2-(3,4,5-trifluorophenylamino)acetoxy)-1-(2-oxo-2-(thiophen-2-yl)ethyl)-1-azoniabicyclo[2.2.2]octane ch... Reactants: COCCOC, CCOC(C)=O, CCCc1cc(CCC)c(-c2ccccc2P(C2CCCCC2)C2CCCCC2)c(CCC)c1, C[Si](C)(C)CCOCn1c(B(O)O)cc2c(Cl)ccnc21, Ic1cccnc1, [K+], [K+], [K+], CC(=O)[O-], CC(=O)[O-], O=P([O-])([O-])[O-], [Pd+2]. Yields the product C[Si](C)(C)CCOCn1c(-c2cccnc2)cc2c(Cl)ccnc21. As a reaction SMILES: [CH3:71][O:72][CH2:73][CH2:74][O:75][CH3:76].[CH3:77][CH2:78][O:79][C:80]([CH3:81])=[O:82].[CH:29]1([P:30]([CH:31]2[CH2:32][CH2:33][CH2:34][CH2:35][CH2:36]2)[c:37]2[cH:38][cH:39][cH:40][cH:41][c:42]2-[c:43]2[c:44]([CH2:45][CH2:46][CH3:47])[cH:48][c:49]([CH2:50][CH2:51][CH3:52])[cH:53][c:54]2[CH2:55][CH2:56][CH3:57])[CH2:58][CH2:59][CH2:60][CH2:61][CH2:62]1.[Cl:1][c:2]1[c:3]2[c:4]([n:5][cH:6][cH:7]1)[n:8]([CH2:14][O:15][CH2:16][CH2:17][Si:18]([CH3:19])([CH3:20])[CH3:21])[c:9]([B:11]([OH:12])[OH:13])[cH:10]2.[I:22][c:23]1[cH:24][n:25][cH:26][cH:27][cH:28]1.[K+:68].[K+:69].[K+:70].[O-:84][C:85]([CH3:86])=[O:87].[O-:88][C:89]([CH3:90])=[O:91].[P:63]([O-:64])([O-:65])([O-:66])=[O:67].[Pd+2:83]>>[Cl:1][c:2]1[c:3]2[c:4]([n:5][cH:6][cH:7]1)[n:8]([CH2:14][O:15][CH2:16][CH2:17][Si:18]([CH3:19])([CH3:20])[CH3:21])[c:9](-[c:23]1[cH:24][n:25][cH:26][cH:27][cH:28]1)[cH:10]2. Reactants: CrCl2, [Li+].[I-] (LiI), CC(C)C=O (isobutyric aldehyde), BrC(C(C(C(OC)OC)(C)C)=O)C (4-bromo-1,1-dimethoxy-2,2-dimethyl-pentan-3-one). Run in C1CCOC1 (THF). Run at time 1 hour. Product: OC(C(C(C(C(OC)OC)(C)C)=O)C)C(C)C (5-Hydroxy-1,1-dimethoxy-2,2,4,6-tetramethyl-heptan-3-one). As a reaction SMILES: [Li+].[I-].[CH3:3][CH:4]([CH:6]=[O:7])[CH3:5].Br[CH:9]([CH3:20])[C:10](=[O:19])[C:11]([CH3:18])([CH3:17])[CH:12]([O:15][CH3:16])[O:13][CH3:14]>C1COCC1>[OH:7][CH:6]([CH:4]([CH3:5])[CH3:3])[CH:9]([CH3:20])[C:10](=[O:19])[C:11]([CH3:18])([CH3:17])[CH:12]([O:15][CH3:16])[O:13][CH3:14] |f:0.1|. Reported procedure: To a solution of 298 mg (2.42 mmol) CrCl2 and 29 mg (0.22 mmol) LiI in 6.0 mL abs. THF were added 100 μl (1.1 mmol) isobutyric aldehyde and 253 mg (1.0 mmol) 4-bromo-1,1-dimethoxy-2,2-dimethyl-pentan-3-one (225). After stirring at ambient temperature for one hour the brown solution was quenched with 5.0 mL brine. The aqueous phase was extracted three times with 5.0 mL of a diethylether-pentane mixture (5:1). The organic layers were combined, washed with conc. NH4Cl solution (3×5.0 mL), dried ove...